This data is from the Open Reaction Database (ORD), a public repository of structured organic reaction records. The task is: describe an organic reaction: reactants, conditions, products, and yield Yield: 34.2%. The solvent is C(C)O (ethyl alcohol), O (water), C(C)(=O)O (acetic acid). Starting materials: [H][H] (Hydrogen), C(C1=CC=CC=C1)P(=O)(CC1=CC=CC=C1)N[C@@H](C)C(=O)N1[C@H](C(=O)N2[C@H](C(=O)O)CCC2)CCC1 (Dibenzylphosphoryl-L-alanyl-L-prolyl-L-proline), O.N (ammonia water). The product is C(C1=CC=CC=C1)P(=O)=N[C@@H](C)C(=O)N1[C@H](C(=O)N2[C@H](C(=O)O)CCC2)CCC1 (monobenzylphosphoryl-L-alanyl-L-prolyl-L-proline). The reagents and catalysts are [C].[Pd] (palladium-carbon). Procedure: Dibenzylphosphoryl-L-alanyl-L-prolyl-L-proline (1.63 g, 3 mmole) was dissolved in a mixture of ethyl alcohol (50 ml), water (10 ml) and acetic acid (0.1 ml), and 5% palladium-carbon (200 mg) was added thereto. Hydrogen gas was passed through the mixture for 5 minutes while vigorously stirring. To the solution, concentrated ammonia water (1 ml) was added, and then the catalyst was removed by filtration. The filtrate was concentrated to an oily residue. This was dissolved in 1N ammonia water, and ... As a reaction SMILES: [CH2:1]([P:8]([NH:17][C@H:18]([C:20]([N:22]1[CH2:36][CH2:35][CH2:34][C@H:23]1[C:24]([N:26]1[CH2:33][CH2:32][CH2:31][C@H:27]1[C:28]([OH:30])=[O:29])=[O:25])=[O:21])[CH3:19])(CC1C=CC=CC=1)=[O:9])[C:2]1[CH:7]=[CH:6][CH:5]=[CH:4][CH:3]=1.[H][H].O.N>C(O)C.O.C(O)(=O)C.[C].[Pd]>[CH2:1]([P:8](=[N:17][C@H:18]([C:20]([N:22]1[CH2:36][CH2:35][CH2:34][C@H:23]1[C:24]([N:26]1[CH2:33][CH2:32][CH2:31][C@H:27]1[C:28]([OH:30])=[O:29])=[O:25])=[O:21])[CH3:19])=[O:9])[C:2]1[CH:3]=[CH:4][CH:5]=[CH:6][CH:7]=1 |f:2.3,7.8|. The reactants are C[Si](C)(C)CC1(C(NC(CCCCCC1)C(=O)OCC)=O)O (Ethyl 3-(trimethylsilylmethyl)-3-hydroxy-2-oxo-1-azacyclodecane-10-carboxylate), B(F)(F)F.CCOCC (boron trifluoride etherate). Solvent: C(Cl)Cl (methylene chloride). Reaction conditions: time 26 hour. The product is C=C1C(NC(CCCCCC1)C(=O)OCC)=O (ethyl 3-methylidene-2-oxo-1-azacyclodecane-10-carboxylate). Reaction SMILES: C[Si]([CH2:5][C:6]1(O)[CH2:15][CH2:14][CH2:13][CH2:12][CH2:11][CH2:10][CH:9]([C:16]([O:18][CH2:19][CH3:20])=[O:17])[NH:8][C:7]1=[O:21])(C)C.B(F)(F)F.CCOCC>C(Cl)Cl>[CH2:5]=[C:6]1[CH2:15][CH2:14][CH2:13][CH2:12][CH2:11][CH2:10][CH:9]([C:16]([O:18][CH2:19][CH3:20])=[O:17])[NH:8][C:7]1=[O:21] |f:1.2|. Reported procedure: Ethyl 3-(trimethylsilylmethyl)-3-hydroxy-2-oxo-1-azacyclodecane-10-carboxylate (0.98 g, 2.98 mmol) is dissolved in methylene chloride (50 mL), and boron trifluoride etherate (1.8 mL, 15 mmol) is added. The reaction is stirred at room temperature for 26 hours. The reaction is then quenched with saturated ammonium chloride and extracted several times with methylene chloride. The combined organic layers are dried (MgSO4), and the solvent is evaporated. The product is purified by silica gel chromato... The reactants are C(C)OC(CN1C[C@@H]([C@H](C1)OC)NC(=O)C=1SC(=CC1)Cl)=O ({(3S,4S)-3-[(5-chloro-thiophene-2-carbonyl)-amino]-4-methoxy-pyrrolidin-1-yl}-acetic acid ethyl ester), NC1=CC=C(C=C1)N1C(COCC1)=O (4-(4-aminophenyl)-morpholin-3-one). Yields the product CO[C@@H]1[C@H](CN(C1)CC(NC1=CC=C(C=C1)N1C(COCC1)=O)=O)NC(=O)C=1SC(=CC1)Cl (5-chloro-thiophene-2-carboxylic acid ((3S,4S)-4-methoxy-1-{[4-(3-oxo-morpholin-4-yl)-phenylcarbamoyl]-methyl}-pyrrolidin-3-yl)-amide). As a reaction SMILES: C(O[C:4](=[O:22])[CH2:5][N:6]1[CH2:10][C@H:9]([O:11][CH3:12])[C@@H:8]([NH:13][C:14]([C:16]2[S:17][C:18]([Cl:21])=[CH:19][CH:20]=2)=[O:15])[CH2:7]1)C.[NH2:23][C:24]1[CH:29]=[CH:28][C:27]([N:30]2[CH2:35][CH2:34][O:33][CH2:32][C:31]2=[O:36])=[CH:26][CH:25]=1>>[CH3:12][O:11][C@H:9]1[CH2:10][N:6]([CH2:5][C:4](=[O:22])[NH:23][C:24]2[CH:25]=[CH:26][C:27]([N:30]3[CH2:35][CH2:34][O:33][CH2:32][C:31]3=[O:36])=[CH:28][CH:29]=2)[CH2:7][C@@H:8]1[NH:13][C:14]([C:16]1[S:17][C:18]([Cl:21])=[CH:19][CH:20]=1)=[O:15]. Procedure: Using general procedure F {(3S,4S)-3-[(5-chloro-thiophene-2-carbonyl)-amino]-4-methoxy-pyrrolidin-1-yl}-acetic acid ethyl ester (example 25.2) was reacted with 4-(4-aminophenyl)-morpholin-3-one (CAS 438056-69-0) to give 5-chloro-thiophene-2-carboxylic acid ((3S,4S)-4-methoxy-1-{[4-(3-oxo-morpholin-4-yl)-phenylcarbamoyl]-methyl}-pyrrolidin-3-yl)-amide. Yellow solid. MS 493.0 ([M+H]+) Reactants: CO, CCCn1nnn(-c2cc(OCC(=O)OC)c(Cl)cc2Cl)c1=O, Cl, [Na+], [OH-], O. Product: CCCn1nnn(-c2cc(OCC(=O)O)c(Cl)cc2Cl)c1=O. As a reaction SMILES: [CH3:27][OH:28].[Cl:1][c:2]1[c:3]([O:4][CH2:5][C:6](=[O:7])[O:8][CH3:9])[cH:10][c:11](-[n:15]2[n:16][n:17][n:18]([CH2:21][CH2:22][CH3:23])[c:19]2=[O:20])[c:12]([Cl:14])[cH:13]1.[ClH:26].[Na+:25].[OH-:24].[OH2:29]>>[Cl:1][c:2]1[c:3]([O:4][CH2:5][C:6](=[O:7])[OH:8])[cH:10][c:11](-[n:15]2[n:16][n:17][n:18]([CH2:21][CH2:22][CH3:23])[c:19]2=[O:20])[c:12]([Cl:14])[cH:13]1. Reactants: O=Cc1cc(Br)cs1, [Cu], O, c1c[nH]cn1. Product: O=Cc1cc(-n2ccnc2)cs1. As a reaction SMILES: [Br:1][c:2]1[cH:3][c:4]([CH:7]=[O:8])[s:5][cH:6]1.[Cu:14].[OH2:15].[nH:9]1[cH:10][n:11][cH:12][cH:13]1>>[c:2]1(-[n:9]2[cH:10][n:11][cH:12][cH:13]2)[cH:3][c:4]([CH:7]=[O:8])[s:5][cH:6]1.